From a dataset of the Open Reaction Database (ORD), a public repository of structured organic reaction records. describe an organic reaction: reactants, conditions, products, and yield The reactants are [Cl-].[Na+] (sodium chloride), N1=C(C=CC=C1)C=O (2-pyridinecarboxaldehyde), CC1(OC(=CC1=O)C)C1=CC=CC=C1 (2,5-dimethyl-2-phenyl-3(2H)-furanone), CCCCCCC=CCCC (undec-7ene). Solvent: C(C)O (ethanol). Reaction conditions: temperature 80 celsius. The product is CC1(OC(=CC1=O)C=CC1=NC=CC=C1)C1=CC=CC=C1 (2-Methyl-2-phenyl-5-[2-(2-pyridinyl)ethenyl]-3(2H)-furanone). Yield: 40.0%. As a reaction SMILES: [N:1]1[CH:6]=[CH:5][CH:4]=[CH:3][C:2]=1[CH:7]=O.[CH3:9][C:10]1([C:17]2[CH:22]=[CH:21][CH:20]=[CH:19][CH:18]=2)[C:14](=[O:15])[CH:13]=[C:12]([CH3:16])[O:11]1.CCCCCCC=CCCC.[Cl-].[Na+]>C(O)C>[CH3:9][C:10]1([C:17]2[CH:22]=[CH:21][CH:20]=[CH:19][CH:18]=2)[C:14](=[O:15])[CH:13]=[C:12]([CH:16]=[CH:7][C:2]2[CH:3]=[CH:4][CH:5]=[CH:6][N:1]=2)[O:11]1 |f:3.4|. Reported procedure: To a solution of 2-pyridinecarboxaldehyde (1.2 mL, 1.2 mM) and 2,5-dimethyl-2-phenyl-3(2H)-furanone (1.5 g, 8 mM) in ethanol (15 mL), was added 1,8-diazebicyclo[4.5.0]undec-7ene (DBU, 0.2 mL, 1.3 mM). The reaction solution was heated at 80° C. for 5 hours. After the reaction solution cooled to room temperature, saturated aqueous sodium chloride (400 mL) was added. The aqueous layer was extracted with dichloromethane (3×100 mL). The combined dichloromethane extracts were washed with saturated aqu... Reactants: C1CCC2=C(C=3CCCC3C=C12)N (1,2,3,5,6,7-hexahydro-s-indacen-4-ylamine), ClC(Cl)(OC(OC(Cl)(Cl)Cl)=O)Cl (triphosgene). Solvent: O1CCCC1 (tetrahydrofuran), C(C)N(CC)CC (triethylamine). Yields the product C1CCC2=CC=3CCCC3C=C12 (1,2,3,5,6,7-Hexahydro-s-indacene). The yield is 113.8%. As a reaction SMILES: [CH2:1]1[C:12]2[C:4](=[C:5](N)[C:6]3[CH2:7][CH2:8][CH2:9][C:10]=3[CH:11]=2)[CH2:3][CH2:2]1.ClC(Cl)(OC(=O)OC(Cl)(Cl)Cl)Cl>O1CCCC1.C(N(CC)CC)C>[CH2:3]1[C:4]2[C:12](=[CH:11][C:10]3[CH2:9][CH2:8][CH2:7][C:6]=3[CH:5]=2)[CH2:1][CH2:2]1. Procedure: To a stirred solution of 1,2,3,5,6,7-hexahydro-s-indacen-4-ylamine (77 grams) in tetrahydrofuran (1.5 L) and triethylamine (68.3 mL) was added triphosgene (43.9 grams) in one portion. The mixture was heated to reflux for 1/2 hour, then cooled to room temperature. The tetrahydrofuran was removed under reduced pressure, and the residue was taken up in pentane and filtered through a plug of silica gel. Removal of the pentane in vacuo afforded 80 grams of a white solid, m.p. 35.0-36.2° C. Starting materials: IC=1C=CC(=C(C1)N1CCN(CC1)S(=O)(=O)C1=CC=C(C=C1)C)C (1-(5-Iodo-2-methyl-phenyl)-4-(toluene-4-sulfonyl)-piperazine), FC(OC=1C=C(C=CC1)S(=O)[O-])F.[Na+] (sodium 3-(difluoromethoxy)benzenesulfinate), C([O-])([O-])=O.[Cs+].[Cs+] (cesium carbonate), Pd(dba)3. Reagents/catalysts: [Cl-].C(CCC)[N+](CCCC)(CCCC)CCCC (tetrabutylammonium chloride), CC1(C2=C(C(=CC=C2)P(C3=CC=CC=C3)C4=CC=CC=C4)OC5=C(C=CC=C51)P(C6=CC=CC=C6)C7=CC=CC=C7)C (Xantphos). Solvent: C1(=CC=CC=C1)C (toluene). Yields the product FC(OC=1C=C(C=CC1)S(=O)(=O)C=1C=CC(=C(C1)N1CCN(CC1)S(=O)(=O)C1=CC=C(C=C1)C)C)F (1-[5-(3-Difluoromethoxy-benzenesulfonyl)-2-methyl-phenyl]-4-(toluene-4-sulfonyl)-piperazine). The yield is 63.1%. RXN SMILES: I[C:2]1[CH:3]=[CH:4][C:5]([CH3:24])=[C:6]([N:8]2[CH2:13][CH2:12][N:11]([S:14]([C:17]3[CH:22]=[CH:21][C:20]([CH3:23])=[CH:19][CH:18]=3)(=[O:16])=[O:15])[CH2:10][CH2:9]2)[CH:7]=1.[F:25][CH:26]([F:37])[O:27][C:28]1[CH:29]=[C:30]([S:34]([O-:36])=[O:35])[CH:31]=[CH:32][CH:33]=1.[Na+].C(=O)([O-])[O-].[Cs+].[Cs+]>[Cl-].C([N+](CCCC)(CCCC)CCCC)CCC.C1(C)C=CC=CC=1.CC1(C)C2C(=C(P(C3C=CC=CC=3)C3C=CC=CC=3)C=CC=2)OC2C(P(C3C=CC=CC=3)C3C=CC=CC=3)=CC=CC1=2>[F:37][CH:26]([F:25])[O:27][C:28]1[CH:29]=[C:30]([S:34]([C:2]2[CH:3]=[CH:4][C:5]([CH3:24])=[C:6]([N:8]3[CH2:13][CH2:12][N:11]([S:14]([C:17]4[CH:22]=[CH:21][C:20]([CH3:23])=[CH:19][CH:18]=4)(=[O:16])=[O:15])[CH2:10][CH2:9]3)[CH:7]=2)(=[O:36])=[O:35])[CH:31]=[CH:32][CH:33]=1 |f:1.2,3.4.5,6.7|. Reported procedure: 0.521 g of 1-(5-Iodo-2-methyl-phenyl)-4-(toluene-4-sulfonyl)-piperazine (1.14 mmol), 0.315 g of sodium 3-(difluoromethoxy)benzenesulfinate (1.37 mmol), 0.558 g of cesium carbonate (1.713 mmol), 0.026 g of Pd(dba)3 (0.029 mmol), 0.033 g of Xantphos (0.059 mmol) and 0.381 g of tetrabutylammonium chloride (1.37 mmol) were stirred for 8 h in 10 mL of toluene. The reaction mixture was filtered and the solvent evaporated. The crude product was purified via silica gel chromatography with toluene/methan... The reactants are O=C([O-])O, CCOC(C)=O, O=C(Cl)CCl, Clc1ccc2c(c1)C(C1CCCCC1)NCC2, Cl, [Na+]. The product is O=C(CCl)N1CCc2ccc(Cl)cc2C1C1CCCCC1. Reaction SMILES: [C:19](=[O:20])([OH:21])[O-:22].[CH3:29][CH2:30][O:31][C:32]([CH3:33])=[O:34].[Cl:24][CH2:25][C:26](=[O:27])[Cl:28].[Cl:2][c:3]1[cH:4][cH:5][c:6]2[c:11]([cH:12]1)[CH:10]([CH:13]1[CH2:14][CH2:15][CH2:16][CH2:17][CH2:18]1)[NH:9][CH2:8][CH2:7]2.[ClH:1].[Na+:23]>>[Cl:2][c:3]1[cH:4][cH:5][c:6]2[c:11]([cH:12]1)[CH:10]([CH:13]1[CH2:14][CH2:15][CH2:16][CH2:17][CH2:18]1)[N:9]([C:26]([CH2:25][Cl:24])=[O:27])[CH2:8][CH2:7]2. Starting materials: BrC=1C=CC(=NC1)F (5-Bromo-2-fluoro-pyridine), N1CCNCCC1 ([1,4]Diazepane). The solvent is CC#N (CH3CN). The product is BrC=1C=CC(=NC1)N1CCNCCC1 (1-(5-Bromo-pyridin-2-yl)-[1,4]diazepane). The yield is 50.3%. RXN SMILES: [Br:1][C:2]1[CH:3]=[CH:4][C:5](F)=[N:6][CH:7]=1.[NH:9]1[CH2:15][CH2:14][CH2:13][NH:12][CH2:11][CH2:10]1>CC#N>[Br:1][C:2]1[CH:3]=[CH:4][C:5]([N:9]2[CH2:15][CH2:14][CH2:13][NH:12][CH2:11][CH2:10]2)=[N:6][CH:7]=1. Reported procedure: A solution of 5-Bromo-2-fluoro-pyridine (2.0 g, 11.4 mmol), [1,4]Diazepane (2.2 g, 22.8 mmol) in CH3CN (5.0 mL) was stirred at 50° C. for 3 hrs. Filter of the solid and the mother solution was brine, and concentrated in vacuo to give the title product (1.47 g, 51%) as a brown solid. ESI MS m/z 256 (M+H+); 1H NMR (400 MHz, CDCl3) δ 8.12 (d, J=7.0 Hz, 1H), 7.45 (dd, J=22.0, 6 Hz, 1H), 6.38 (d, J=22.0 Hz, 1H), 3.66 (m, 4H), 2.81 (t, J=15.0 Hz, 2H), 1.86 (m, 2H).